This data is from the Open Reaction Database (ORD), a public repository of structured organic reaction records. The task is: describe an organic reaction: reactants, conditions, products, and yield Reactants: Br.BrC1C(NC(C(C1=O)Br)(C)C)(C)C (3,5-dibromo-2,2,6,6-tetramethylpiperidin-4-one hydrobromide), CC(C)(C)[O-].[K+] (potassium tert-butylate), NC1C(COC(OC1)(C)C)O (6-amino-2,2-dimethyl-1,3-dioxepan-5-ol). Solvent: C(C)(C)O (isopropanol). Product: OC1COC(OCC1NC(=O)C=1C(NC(C1)(C)C)(C)C)(C)C (2,2,5,5-Tetramethyl-3-pyrroline-3-carboxylic Acid (5-Hydroxy-2,2-dimethyl-1,3-dioxepan-6-yl)-amide). As a reaction SMILES: Br.Br[CH:3]1[C:8](=[O:9])[CH:7](Br)[C:6]([CH3:12])([CH3:11])[NH:5][C:4]1([CH3:14])[CH3:13].CC([O-])(C)C.[K+].[NH2:21][CH:22]1[CH2:28][O:27][C:26]([CH3:30])([CH3:29])[O:25][CH2:24][CH:23]1[OH:31]>C(O)(C)C>[OH:31][CH:23]1[CH:22]([NH:21][C:8]([C:7]2[C:6]([CH3:11])([CH3:12])[NH:5][C:4]([CH3:3])([CH3:13])[CH:14]=2)=[O:9])[CH2:28][O:27][C:26]([CH3:30])([CH3:29])[O:25][CH2:24]1 |f:0.1,2.3|. Procedure details: Analogously to Example 7, 78.79 g (200 mmol) of 3,5-dibromo-2,2,6,6-tetramethylpiperidin-4-one hydrobromide, 69.34 g of potassium tert-butylate, and 35.47 g (220 mmol) of 6-amino-2,2-dimethyl-1,3-dioxepan-5-ol are reacted in 800 ml of isopropanol and then extracted with dichloromethane. Yield: 37.66 g (60.3% of theory) of 2,2,5,5-tetramethyl-3-pyrroline-3-carboxylic acid (5-hydroxy-2,2-dimethyl-1,3-dioxepan-6-yl)amide which, crystallized from diethyl ether/hexane, shows a melting point of 125°-1... Reported procedure: N-methyl 3-(o-methoxyphenoxy)-3-phenylpropylamine oxalate was dissolved in a minimum quantity of water with heating, and concentrated aqueous sodium hydroxide added. After cooling, the alkaline solution was extracted several times with ether. The combined ether extracts were washed with water and dried, and the ether removed therefrom in vacuo. N-methyl 3(o-methoxyphenoxy)-3-phenylpropylamine free base thus isolated was dissolved in ether, and the ether solution saturated with dry gaseous hydrog... The solvent is O (water). The reactants are C(C(=O)O)(=O)O.CNCCC(C1=CC=CC=C1)OC1=C(C=CC=C1)OC (N-methyl 3-(o-methoxyphenoxy)-3-phenylpropylamine oxalate), [OH-].[Na+] (sodium hydroxide). As a reaction SMILES: C(O)(=O)C(O)=O.[CH3:7][NH:8][CH2:9][CH2:10][CH:11]([O:18][C:19]1[CH:24]=[CH:23][CH:22]=[CH:21][C:20]=1[O:25][CH3:26])[C:12]1[CH:17]=[CH:16][CH:15]=[CH:14][CH:13]=1.[OH-].[Na+]>O>[CH3:7][NH:8][CH2:9][CH2:10][CH:11]([O:18][C:19]1[CH:24]=[CH:23][CH:22]=[CH:21][C:20]=1[O:25][CH3:26])[C:12]1[CH:17]=[CH:16][CH:15]=[CH:14][CH:13]=1 |f:0.1,2.3|. Product: CNCCC(C1=CC=CC=C1)OC1=C(C=CC=C1)OC (N-methyl 3(o-methoxyphenoxy)-3-phenylpropylamine). The reactants are CN1CC2=C(N(C=3C=CC(=CC23)C)C#C[Si](C(C)C)(C(C)C)C(C)C)CC1 (2,8-dimethyl-5-((triisopropylsilyl)ethynyl)-2,3,4,5-tetrahydro-1H-pyrido[4,3-b]indole), [F-].C(CCC)[N+](CCCC)(CCCC)CCCC (tetrabutylammonium fluoride). Run in O (water), C1CCOC1 (THF). Reaction conditions: temperature 0 celsius, time 1 hour. Yields the product C(#C)N1C2=C(C=3C=C(C=CC13)C)CN(CC2)C (5-ethynyl-2,8-dimethyl-2,3,4,5-tetrahydro-1H-pyrido[4,3-b]indole). Yield: 177.6%. RXN SMILES: [CH3:1][N:2]1[CH2:27][CH2:26][C:5]2[N:6]([C:14]#[C:15][Si](C(C)C)(C(C)C)C(C)C)[C:7]3[CH:8]=[CH:9][C:10]([CH3:13])=[CH:11][C:12]=3[C:4]=2[CH2:3]1.[F-].C([N+](CCCC)(CCCC)CCCC)CCC>C1COCC1.O>[C:14]([N:6]1[C:7]2[CH:8]=[CH:9][C:10]([CH3:13])=[CH:11][C:12]=2[C:4]2[CH2:3][N:2]([CH3:1])[CH2:27][CH2:26][C:5]1=2)#[CH:15] |f:1.2|. Reported procedure: To a cooled solution of 2,8-dimethyl-5-((triisopropylsilyl)ethynyl)-2,3,4,5-tetrahydro-1H-pyrido[4,3-b]indole (10 g, 0.0236 mol) in THF (100 mL) was added tetrabutylammonium fluoride solution (1.0M in THF, 49 mL, 0.0526 mol) at 0° C. over 15 min. The reaction mixture was stirred for 1 h at 0° C., and the reaction monitored by TLC. After completion of reaction, the mixture was diluted with water (100 mL) and extracted with EtOAc (3×100 mL). The organic layer was dried over anhydrous sodium sulfat... Starting materials: CC(C)(C)OC(=O)N1CCC(=O)CC1, CCC(=O)OC, [Li]CCCC, CCOC(C)=O, [Cl-], [NH4+], C1CCOC1. Yields the product COC(=O)C#CC1(O)CCN(C(=O)OC(C)(C)C)CC1. Reaction SMILES: [C:12]([CH3:13])([CH3:14])([CH3:15])[O:16][C:17](=[O:18])[N:19]1[CH2:20][CH2:21][C:22](=[O:25])[CH2:23][CH2:24]1.[C:6]([CH2:7][CH3:8])(=[O:9])[O:10][CH3:11].[CH2:1]([Li:2])[CH2:3][CH2:4][CH3:5].[CH3:33][CH2:34][O:35][C:36](=[O:37])[CH3:38].[Cl-:26].[NH4+:27].[O:28]1[CH2:29][CH2:30][CH2:31][CH2:32]1>>[C:6]([C:7]#[C:8][C:22]1([OH:25])[CH2:21][CH2:20][N:19]([C:17]([O:16][C:12]([CH3:13])([CH3:14])[CH3:15])=[O:18])[CH2:24][CH2:23]1)(=[O:9])[O:10][CH3:11]. Starting materials: C(CCCCCCCCCCCCCCCCC)(=O)O (stearic acid), [Pb]=O (lead monoxide), S(=O)(=O)(O)O.NO (hydroxylamine sulfate). Run at time 15 minute. Yields the product C(CCCCCCCCCCCCCCCCC)(=O)[O-].[Pb+2].C(CCCCCCCCCCCCCCCCC)(=O)[O-] (lead stearate). As a reaction SMILES: [C:1]([OH:20])(=[O:19])[CH2:2][CH2:3][CH2:4][CH2:5][CH2:6][CH2:7][CH2:8][CH2:9][CH2:10][CH2:11][CH2:12][CH2:13][CH2:14][CH2:15][CH2:16][CH2:17][CH3:18].[Pb:21]=O.S(O)(O)(=O)=O.NO>>[C:1]([O-:20])(=[O:19])[CH2:2][CH2:3][CH2:4][CH2:5][CH2:6][CH2:7][CH2:8][CH2:9][CH2:10][CH2:11][CH2:12][CH2:13][CH2:14][CH2:15][CH2:16][CH2:17][CH3:18].[Pb+2:21].[C:1]([O-:20])(=[O:19])[CH2:2][CH2:3][CH2:4][CH2:5][CH2:6][CH2:7][CH2:8][CH2:9][CH2:10][CH2:11][CH2:12][CH2:13][CH2:14][CH2:15][CH2:16][CH2:17][CH3:18] |f:2.3,4.5.6|. Procedure: A 500-ml capacity beaker was charged with 147 g of stearic acid and it was molten at 160°±5° C. in an oil bath under agitation by a glass vane, and 57.74 g of the lead monoxide powder (Sample A-6) and 0.31 g of powdery hydroxylamine sulfate were gradually added to the melt to effect reaction. Then, aging was conducted for 15 minutes to obtain a melt of lead stearate. The melt was poured into a watch glass and naturally cooled. The resulting solid was pulverized by an atomizer to obtain a lead st... Reactants: CC(=O)OC(C)C(=O)c1ccc(Br)cc1C, CCO, Cl, [K+], CC(=O)[O-], CON, O. As a reaction SMILES: [C:1]([CH3:2])(=[O:3])[O:4][CH:5]([C:6](=[O:7])[c:8]1[c:9]([CH3:15])[cH:10][c:11]([Br:14])[cH:12][cH:13]1)[CH3:16].[CH3:26][CH2:27][OH:28].[ClH:22].[K+:21].[O-:17][C:18]([CH3:19])=[O:20].[O:23]([CH3:24])[NH2:25].[OH2:29]>>[C:1]([CH3:2])(=[O:3])[O:4][CH:5]([C:6]([c:8]1[c:9]([CH3:15])[cH:10][c:11]([Br:14])[cH:12][cH:13]1)=[N:25][O:23][CH3:24])[CH3:16]. Yields the product CON=C(c1ccc(Br)cc1C)C(C)OC(C)=O. Starting materials: C(C)N(C1=C(C(=C(C=C1[N+](=O)[O-])C)Cl)[N+](=O)[O-])CC (N,N-diethyl-3-chloro-2,6-dinitro-4-methylaniline), N (ammonia), product. The product is C(C)N(C=1C(=C(C(=CC1[N+](=O)[O-])C)N)[N+](=O)[O-])CC (diethyl-2,4-dinitro-6-methyl-1,3-phenylenediamine). Reaction SMILES: [CH2:1]([N:3]([CH2:18][CH3:19])[C:4]1[C:9]([N+:10]([O-:12])=[O:11])=[CH:8][C:7]([CH3:13])=[C:6](Cl)[C:5]=1[N+:15]([O-:17])=[O:16])[CH3:2].[NH3:20]>>[CH2:1]([N:3]([CH2:18][CH3:19])[C:4]1[C:5]([N+:15]([O-:17])=[O:16])=[C:6]([NH2:20])[C:7]([CH3:13])=[CH:8][C:9]=1[N+:10]([O-:12])=[O:11])[CH3:2]. Reported procedure: This compound was prepared in a similar manner by reaction of N,N-diethyl-3-chloro-2,6-dinitro-4-methylaniline with ammonia. The crystalline product melts at 108°-109°C.